This data is from the Open Reaction Database (ORD), a public repository of structured organic reaction records. The task is: describe an organic reaction: reactants, conditions, products, and yield Reactants: ClC=1C(=CC2=C(N=C(S2)N=C=O)C1)Cl (5,6-Dichlorobenzothiazol-2-yl isocyanate), dimethyl acetal, BrCCNCC=O (2-β-bromoethylaminoacetaldehyde). The solvent is C1=CC=CC=C1 (benzene). Run at time 1 hour. Product: dimethyl acetal, BrCCN(C(=O)NC=1SC2=C(N1)C=C(C(=C2)Cl)Cl)CC=O (2-[1-β-bromoethyl-3-(5,6-dichlorobenzothiazol-2-yl)ureido]-acetaldehyde). RXN SMILES: [Cl:1][C:2]1[C:3]([Cl:14])=[CH:4][C:5]2[S:9][C:8]([N:10]=[C:11]=[O:12])=[N:7][C:6]=2[CH:13]=1.[Br:15][CH2:16][CH2:17][NH:18][CH2:19][CH:20]=[O:21]>C1C=CC=CC=1>[Br:15][CH2:16][CH2:17][N:18]([CH2:19][CH:20]=[O:21])[C:11]([NH:10][C:8]1[S:9][C:5]2[CH:4]=[C:3]([Cl:14])[C:2]([Cl:1])=[CH:13][C:6]=2[N:7]=1)=[O:12]. Procedure details: 5,6-Dichlorobenzothiazol-2-yl isocyanate dimer (0.1 mole), the dimethyl acetal of 2-β-bromoethylaminoacetaldehyde (0.2 mole) and benzene (100 ml) are charged into a glass reaction vessel equipped with a mechanical stirrer and thermometer. The reaction mixture is stirred at ambient temperatures for a period of about one hour. After this time the reaction mixture is filtered, and the filtrate is stripped of solvent to yield the desired product the dimethyl acetal of 2-[1-β-bromoethyl-3-(5,6-dichlo... Starting materials: C(C)(=O)N1C(C(C2=CC=C(C=C12)C(=O)OC)=C(C1=CC=CC=C1)OCC)=O (1-acetyl-3-(1-ethoxy-1-phenylmethylene)-6-methoxycarbonyl-2-indolinone), C1(CCCCC1)NC1=CC=C(C=C1)N (N-cyclohexyl-p-phenylenediamine). The product is C1(CCCCC1)NC1=CC=C(N\C(\C2=CC=CC=C2)=C\2/C(NC3=CC(=CC=C23)C(=O)OC)=O)C=C1 (3-Z-[1-(4-cyclohexylamino-anilino)-1-phenyl-methylene]-6-methoxycarbonyl-2-indolinone). Reaction SMILES: C([N:4]1[C:12]2[C:7](=[CH:8][CH:9]=[C:10]([C:13]([O:15][CH3:16])=[O:14])[CH:11]=2)[C:6](=[C:17](OCC)[C:18]2[CH:23]=[CH:22][CH:21]=[CH:20][CH:19]=2)[C:5]1=[O:27])(=O)C.[CH:28]1([NH:34][C:35]2[CH:40]=[CH:39][C:38]([NH2:41])=[CH:37][CH:36]=2)[CH2:33][CH2:32][CH2:31][CH2:30][CH2:29]1>>[CH:28]1([NH:34][C:35]2[CH:36]=[CH:37][C:38]([NH:41]/[C:17](=[C:6]3\[C:5](=[O:27])[NH:4][C:12]4[C:7]\3=[CH:8][CH:9]=[C:10]([C:13]([O:15][CH3:16])=[O:14])[CH:11]=4)/[C:18]3[CH:19]=[CH:20][CH:21]=[CH:22][CH:23]=3)=[CH:39][CH:40]=2)[CH2:29][CH2:30][CH2:31][CH2:32][CH2:33]1. Procedure: Prepared from 1-acetyl-3-(1-ethoxy-1-phenylmethylene)-6-methoxycarbonyl-2-indolinone and N-cyclohexyl-p-phenylenediamine Rf value: 0.8 (silica gel, methylene chloride/methanol=10:1) C29H28N2O3 Starting materials: CCc1cc(C#N)c[nH]1, CC(=O)[O-], ClCCCl, [Na+], CN(C)C=O, O=P(Cl)(Cl)Cl. As a reaction SMILES: [CH2:11]([CH3:12])[c:13]1[cH:14][c:15]([C:18]#[N:19])[cH:16][nH:17]1.[CH3:21][C:22](=[O:23])[O-:24].[Cl:25][CH2:26][CH2:27][Cl:28].[Na+:20].[O:6]=[CH:7][N:8]([CH3:9])[CH3:10].[P:1]([Cl:2])([Cl:3])([Cl:4])=[O:5]>>[O:6]=[CH:7][c:16]1[c:15]([C:18]#[N:19])[cH:14][c:13]([CH2:11][CH3:12])[nH:17]1. The product is CCc1cc(C#N)c(C=O)[nH]1.